Dataset: the Open Reaction Database (ORD), a public repository of structured organic reaction records. Task: describe an organic reaction: reactants, conditions, products, and yield Starting materials: O=C([O-])O, CO, Cc1ccc(N)cc1C(F)(F)F, ClCCl, ClI, [Na+], [Na+], [Na+], O=S([O-])S(=O)(=O)[O-]. The product is Cc1cc(I)c(N)cc1C(F)(F)F. Reaction SMILES: [C:15](=[O:16])([OH:17])[O-:18].[CH3:23][OH:24].[CH3:3][c:4]1[c:5]([C:11]([F:12])([F:13])[F:14])[cH:6][c:7]([NH2:8])[cH:9][cH:10]1.[Cl:20][CH2:21][Cl:22].[I:1][Cl:2].[Na+:19].[Na+:32].[Na+:33].[S:25]([S:26]([O-:27])=[O:28])([O-:29])(=[O:30])=[O:31]>>[I:1][c:9]1[c:7]([NH2:8])[cH:6][c:5]([C:11]([F:12])([F:13])[F:14])[c:4]([CH3:3])[cH:10]1. Reactants: C(C1=CC=CC=C1)OC1=CC=C(C=C1)CC(CCCC)=O (1-(4-benzyloxy-phenyl)-hexan-2-one), C(C)OC(C=O)=O (oxo-acetic acid ethyl ester). Run in C1(=CC=CC=C1)C (toluene), C(C)N(CC)CC (triethylamine), C(Cl)Cl (DCM). Conditions: time 16 hour. Product: C(C)OC(C(C(C(CCCC)=O)C1=CC=C(C=C1)OCC1=CC=CC=C1)O)=O (3-(4-benzyloxy-phenyl)-2-hydroxy-4-oxo-octanoic acid ethyl ester). RXN SMILES: [CH2:1]([O:8][C:9]1[CH:14]=[CH:13][C:12]([CH2:15][C:16](=[O:21])[CH2:17][CH2:18][CH2:19][CH3:20])=[CH:11][CH:10]=1)[C:2]1[CH:7]=[CH:6][CH:5]=[CH:4][CH:3]=1.[CH2:22]([O:24][C:25](=[O:28])[CH:26]=[O:27])[CH3:23]>C1(C)C=CC=CC=1.C(N(CC)CC)C.C(Cl)Cl>[CH2:22]([O:24][C:25](=[O:28])[CH:26]([OH:27])[CH:15]([C:12]1[CH:11]=[CH:10][C:9]([O:8][CH2:1][C:2]2[CH:3]=[CH:4][CH:5]=[CH:6][CH:7]=2)=[CH:14][CH:13]=1)[C:16](=[O:21])[CH2:17][CH2:18][CH2:19][CH3:20])[CH3:23]. Reported procedure: A mixture of 1-(4-benzyloxy-phenyl)-hexan-2-one (40.36 mmol, 11.4 g), oxo-acetic acid ethyl ester solution in toluene (30 mL, 50% solution in toluene) and triethylamine (15 mL) was stirred at ambient temperature for 16 h. The reaction mixture was diluted with DCM (300 mL), washed with water (3×100 mL), and the organic layer was dried and concentrated under reduced pressure. The resultant residue was purified by flash silica gel chromatography eluting with 30% ethyl acetate in hexanes to provide ... The reactants are C(C(=O)Cl)(=O)Cl (Oxalyl chloride), CC1=C(OCC(=O)O)C=CC=C1 ((2-methylphenoxy)acetic acid). Reagents/catalysts: CN(C=O)C (N,N-dimethylformamide). Run in ClCCl (dichloromethane). Conditions: time 16 hour. The product is CC1=C(OCC(=O)Cl)C=CC=C1 ((2-methylphenoxy)acetyl chloride). RXN SMILES: [C:1]([Cl:6])(=[O:5])[C:2](Cl)=[O:3].[CH3:7][C:8]1[CH:18]=[CH:17][CH:16]=[CH:15][C:9]=1OCC(O)=O>ClCCl.CN(C)C=O>[CH3:7][C:8]1[CH:18]=[CH:17][CH:16]=[CH:15][C:9]=1[O:3][CH2:2][C:1]([Cl:6])=[O:5]. Procedure: Oxalyl chloride (2.2 mL, 25 mM) was added to a stirred solution of (2-methylphenoxy)acetic acid (3.32 g, 20 mM) in dichloromethane (10 mL). Dry N,N-dimethylformamide (1 drop) was added to catalyse the reaction and the mixture was stirred for 16 hours. The solvent was removed by evaporation to leave (2-methylphenoxy)acetyl chloride as a pale yellow oil, which was used without further purification. Reactants: CN(C)C(Cl)(Cl)N(C)C (bis(dimethylamino)dichloromethane), FC(S(=O)(=O)[O-])(F)F.[Na+] (sodium trifluoromethanesulfonate), C(C)OCC (diethyl ether). Run in C(C)#N (acetonitrile), C(C)#N (acetonitrile). Run at time 1 hour. The product is FC(S(=O)(=O)[O-])(F)F.CN(C)[C+](Cl)N(C)C (bis(dimethylamino)chlorocarbenium trifluoromethanesulfonate). Isolated yield 98.8%. RXN SMILES: [F:1][C:2]([F:8])([F:7])[S:3]([O-:6])(=[O:5])=[O:4].[Na+].[CH3:10][N:11]([C:13]([N:16]([CH3:18])[CH3:17])(Cl)[Cl:14])[CH3:12].C(OCC)C>C(#N)C>[F:1][C:2]([F:8])([F:7])[S:3]([O-:6])(=[O:5])=[O:4].[CH3:10][N:11]([C+:13]([N:16]([CH3:18])[CH3:17])[Cl:14])[CH3:12] |f:0.1,5.6|. Procedure: 2.01 g (11.7 mmol) of sodium trifluoromethanesulfonate in 20 ml of acetonitrile are added with stirring at room temperature to a solution of 2.0 g (11.7 mmol) of bis(dimethylamino)dichloromethane in 20 ml of acetonitrile. The mixture is stirred for one hour, and 40 ml of diethyl ether are added. After stirring for 12 hours, the solid NaCl is subsequently filtered off. The solvent is distilled off, and the crystals formed are dried under a reduced pressure of 10.0 Pa, giving 3.29 g of bis(dimethy... The reactants are C(C)(C)(C)OC(=O)N1[C@@H](C2=CC=CC=C2CC1)C(=O)O ((S)-3,4-dihydro-1H-isoquinoline-1,2-dicarboxylic acid 2-tert-butyl ester), FC1=C(N)C(=CC=C1)F (2,6-difluoroaniline), O=P(Cl)(Cl)Cl (POCl3). Solvent: N1=CC=CC=C1 (pyridine). Reaction conditions: time 2 hour. Yields the product C(C)(C)(C)OC(=O)N1[C@@H](C2=CC=CC=C2CC1)C(NC1=C(C=CC=C1F)F)=O ((S)-1-(2,6-difluoro-phenylcarbamoyl)-3,4-dihydro-1H-isoquinoline-2-carboxylic acid tert-butyl ester). The yield is 54.4%. RXN SMILES: [C:1]([O:5][C:6]([N:8]1[CH2:17][CH2:16][C:15]2[C:10](=[CH:11][CH:12]=[CH:13][CH:14]=2)[C@H:9]1[C:18]([OH:20])=O)=[O:7])([CH3:4])([CH3:3])[CH3:2].[F:21][C:22]1[CH:28]=[CH:27][CH:26]=[C:25]([F:29])[C:23]=1[NH2:24].O=P(Cl)(Cl)Cl>N1C=CC=CC=1>[C:1]([O:5][C:6]([N:8]1[CH2:17][CH2:16][C:15]2[C:10](=[CH:11][CH:12]=[CH:13][CH:14]=2)[C@H:9]1[C:18](=[O:20])[NH:24][C:23]1[C:22]([F:21])=[CH:28][CH:27]=[CH:26][C:25]=1[F:29])=[O:7])([CH3:3])([CH3:2])[CH3:4]. Procedure: To the solution of (S)-3,4-dihydro-1H-isoquinoline-1,2-dicarboxylic acid 2-tert-butyl ester (500 mg, 1.8 mmol, Eq: 1.00) and 2,6-difluoroaniline (279 mg, 2.16 mmol, Eq: 1.2) in pyridine (10.0 mL) at 0° C. was added POCl3 (415 mg, 252 μL, 2.7 mmol, Eq: 1.5). The mixture was warmed to RT and stirred for 2 h. The solvent was evaporated, water was added and the mixture extracted with EtOAc. The combined organics were washed with water, brine, dried with MgSO4 and concentrated in vacuo. The crude mat... Starting materials: ClCCl, CN1CCCCC1, CC(C)COC(=O)Cl, CC(N)CN(C)c1ccc(F)cc1, CCC(C)C(NC(=O)Oc1ccccc1)C(=O)O, O. The product is CCC(C)C(NC(=O)Oc1ccccc1)C(=O)NC(C)CN(C)c1ccc(F)cc1. RXN SMILES: [CH2:47]([Cl:48])[Cl:49].[CH3:1][N:2]1[CH2:3][CH2:4][CH2:5][CH2:6][CH2:7]1.[Cl:26][C:27]([O:28][CH2:29][CH:30]([CH3:31])[CH3:32])=[O:33].[F:34][c:35]1[cH:36][cH:37][c:38]([N:39]([CH3:40])[CH2:41][CH:42]([CH3:43])[NH2:44])[cH:45][cH:46]1.[O:8]([c:9]1[cH:10][cH:11][cH:12][cH:13][cH:14]1)[C:15](=[O:16])[NH:17][CH:18]([CH:19]([CH3:20])[CH2:21][CH3:22])[C:23](=[O:24])[OH:25].[OH2:50]>>[O:8]([c:9]1[cH:10][cH:11][cH:12][cH:13][cH:14]1)[C:15](=[O:16])[NH:17][CH:18]([CH:19]([CH3:20])[CH2:21][CH3:22])[C:23](=[O:25])[NH:44][CH:42]([CH2:41][N:39]([c:38]1[cH:37][cH:36][c:35]([F:34])[cH:46][cH:45]1)[CH3:40])[CH3:43]. Starting materials: Cc1ccccc1, CN(C)C=O, O=C(Cl)C(=O)Cl, COc1cc(OC(C)C(=O)O)c(Cl)cc1Cl, CCc1cn(C2OC(CN)C(O)C2F)c(=O)[nH]c1=O, [Na+], [OH-]. The product is CCc1cn(C2OC(CNC(=O)C(C)Oc3cc(OC)c(Cl)cc3Cl)C(O)C2F)c(=O)[nH]c1=O. RXN SMILES: [CH3:42][c:43]1[cH:44][cH:45][cH:46][cH:47][cH:48]1.[CH3:49][N:50]([CH3:51])[CH:52]=[O:53].[Cl:17][C:18]([C:19]([Cl:20])=[O:21])=[O:22].[Cl:1][c:2]1[c:3]([O:4][CH:5]([C:6](=[O:7])[OH:8])[CH3:9])[cH:10][c:11]([O:15][CH3:16])[c:12]([Cl:14])[cH:13]1.[NH2:23][CH2:24][CH:25]1[CH:26]([OH:41])[CH:27]([F:40])[CH:28]([n:30]2[c:31](=[O:32])[nH:33][c:34](=[O:35])[c:36]([CH2:38][CH3:39])[cH:37]2)[O:29]1.[Na+:55].[OH-:54]>>[Cl:1][c:2]1[c:3]([O:4][CH:5]([C:6](=[O:8])[NH:23][CH2:24][CH:25]2[CH:26]([OH:41])[CH:27]([F:40])[CH:28]([n:30]3[c:31](=[O:32])[nH:33][c:34](=[O:35])[c:36]([CH2:38][CH3:39])[cH:37]3)[O:29]2)[CH3:9])[cH:10][c:11]([O:15][CH3:16])[c:12]([Cl:14])[cH:13]1.